Dataset: the Open Reaction Database (ORD), a public repository of structured organic reaction records. Task: describe an organic reaction: reactants, conditions, products, and yield Reactants: S1C(=CC=C1)S(=O)(=O)N1C[C@@H](N(CC1)C1=CC=C(C=C1)C(C(F)(F)F)(C)O)CN1C2COCC1CC(C2)=O (9-(((2S)-4-(2-thiophenylsulfonyl)-1-(4-(2,2,2-trifluoro-1-hydroxy-1-methylethyl)phenyl)-2-piperazinyl)methyl)-3-oxa-9-azabicyclo[3.3.1]nonan-7-one), C1CCOC1 (THF), [BH4-].[Na+] (NaBH4). Solvent: CO (MeOH), CO (MeOH). Run at time 20 minute. The product is S1C(=CC=C1)S(=O)(=O)N1C[C@@H](N(CC1)C1=CC=C(C=C1)C(C(F)(F)F)(C)O)CN1C2COCC1CC(C2)O (9-(((2S)-4-(2-thiophenylsulfonyl)-1-(4-(2,2,2-trifluoro-1-hydroxy-1-methylethyl)phenyl)-2-piperazinyl)methyl)-3-oxa-9-azabicyclo[3.3.1]nonan-7-ol). The yield is 15.8%. As a reaction SMILES: [S:1]1[CH:5]=[CH:4][CH:3]=[C:2]1[S:6]([N:9]1[CH2:14][CH2:13][N:12]([C:15]2[CH:20]=[CH:19][C:18]([C:21]([OH:27])([CH3:26])[C:22]([F:25])([F:24])[F:23])=[CH:17][CH:16]=2)[C@@H:11]([CH2:28][N:29]2[CH:34]3[CH2:35][C:36](=[O:38])[CH2:37][CH:30]2[CH2:31][O:32][CH2:33]3)[CH2:10]1)(=[O:8])=[O:7].C1COCC1.[BH4-].[Na+]>CO>[S:1]1[CH:5]=[CH:4][CH:3]=[C:2]1[S:6]([N:9]1[CH2:14][CH2:13][N:12]([C:15]2[CH:20]=[CH:19][C:18]([C:21]([OH:27])([CH3:26])[C:22]([F:25])([F:24])[F:23])=[CH:17][CH:16]=2)[C@@H:11]([CH2:28][N:29]2[CH:30]3[CH2:37][CH:36]([OH:38])[CH2:35][CH:34]2[CH2:33][O:32][CH2:31]3)[CH2:10]1)(=[O:7])=[O:8] |f:2.3|. Procedure: A 25-mL round-bottomed flask was charged with 9-(((2S)-4-(2-thiophenylsulfonyl)-1-(4-(2,2,2-trifluoro-1-hydroxy-1-methylethyl)phenyl)-2-piperazinyl)methyl)-3-oxa-9-azabicyclo[3.3.1]nonan-7-one (60 mg, 0.11 mmol, Example 106), THF (3 mL) and MeOH (0.5 mL). NaBH4 (39.6 mg, 1.05 mmol) was added and the reaction stirred at room temperature for 20 min. MeOH (50 mL) was added and then the mixture was concentrated onto silica gel and purified via column chromatography (12 g silica gel, 0 to 10% MeOH in... Run at time 14 hour. Yields the product BrC1=CC=C(OCC2(OC(OC2)(C)C)C)C=C1 (4-[(4-bromophenoxy)methyl]-2,2,4-trimethyl-1,3-dioxolane). Reactants: BrC1=CC=C(OCC(CO)(O)C)C=C1 (3-(4-Bromophenoxy)-2-methylpropane-1,2-diol), CC(=O)C (acetone). RXN SMILES: [Br:1][C:2]1[CH:14]=[CH:13][C:5]([O:6][CH2:7][C:8]([CH3:12])([OH:11])[CH2:9][OH:10])=[CH:4][CH:3]=1.[CH3:15][C:16]([CH3:18])=O>>[Br:1][C:2]1[CH:3]=[CH:4][C:5]([O:6][CH2:7][C:8]2([CH3:12])[CH2:9][O:10][C:16]([CH3:18])([CH3:15])[O:11]2)=[CH:13][CH:14]=1. The yield is 61.0%. Procedure: 3-(4-Bromophenoxy)-2-methylpropane-1,2-diol (261 mg, 1.00 mmol), acetone (10 mL), and a boron trifluoride diethyl ether complex (3 drops) were mixed. The mixture was then stirred at room temperature for 14 hours. A residue was obtained by concentrating the mixture under reduced pressure, and ethyl acetate and water were added thereto, followed by extraction. The organic layer was washed with a saline solution twice. A residue was obtained by concentrating the organic layer under reduced pressure...